From a dataset of the Open Reaction Database (ORD), a public repository of structured organic reaction records. describe an organic reaction: reactants, conditions, products, and yield Reactants: OCc1cc2nccn2cc1-c1ccc(Cl)cc1Cl, ClC(Cl)Cl, O=[Mn]=O. Yields the product O=Cc1cc2nccn2cc1-c1ccc(Cl)cc1Cl. As a reaction SMILES: [Cl:1][c:2]1[c:3](-[c:9]2[c:10]([CH2:18][OH:19])[cH:11][c:12]3[n:13]([cH:14]2)[cH:15][cH:16][n:17]3)[cH:4][cH:5][c:6]([Cl:8])[cH:7]1.[Cl:20][CH:21]([Cl:22])[Cl:23].[O:24]=[Mn:25]=[O:26]>>[Cl:1][c:2]1[c:3](-[c:9]2[c:10]([CH:18]=[O:19])[cH:11][c:12]3[n:13]([cH:14]2)[cH:15][cH:16][n:17]3)[cH:4][cH:5][c:6]([Cl:8])[cH:7]1.